From a dataset of the Open Reaction Database (ORD), a public repository of structured organic reaction records. describe an organic reaction: reactants, conditions, products, and yield Product: CC(C)Cc1cc(-c2ccc(Cn3ccnc3)cc2)c(S(N)(=O)=O)s1. Reactants: COc1ccccc1, O=C(O)C(F)(F)F, CC(C)Cc1cc(-c2ccc(Cn3ccnc3)cc2)c(S(=O)(=O)NC(C)(C)C)s1. RXN SMILES: [CH3:37][O:38][c:39]1[cH:40][cH:41][cH:42][cH:43][cH:44]1.[OH:1][C:2]([C:3]([F:4])([F:5])[F:6])=[O:7].[n:8]1([CH2:13][c:14]2[cH:15][cH:16][c:17](-[c:20]3[c:21]([S:29](=[O:30])(=[O:31])[NH:32][C:33]([CH3:34])([CH3:35])[CH3:36])[s:22][c:23]([CH2:25][CH:26]([CH3:27])[CH3:28])[cH:24]3)[cH:18][cH:19]2)[cH:9][n:10][cH:11][cH:12]1>>[n:8]1([CH2:13][c:14]2[cH:15][cH:16][c:17](-[c:20]3[c:21]([S:29](=[O:30])(=[O:31])[NH2:32])[s:22][c:23]([CH2:25][CH:26]([CH3:27])[CH3:28])[cH:24]3)[cH:18][cH:19]2)[cH:9][n:10][cH:11][cH:12]1.